This data is from the Open Reaction Database (ORD), a public repository of structured organic reaction records. The task is: describe an organic reaction: reactants, conditions, products, and yield Reactants: ClC1=CC=C2C(=C(N(C2=C1)C)C=1C=NC=C(C1)CN1C(C2=CC=CC=C2C1=O)=O)C#N (6-chloro-2-[5-(1,3-dioxo-1,3-dihydro-isoindol-2-ylmethyl)-pyridin-3-yl]-1-methyl-1H-indole-3-carbonitrile), NN (hydrazine). Run in C(C)O (ethanol). Conditions: time 8 hour. Yields the product NCC=1C=C(C=NC1)C=1N(C2=CC(=CC=C2C1C#N)Cl)C (2-(5-aminomethyl-pyridin-3-yl)-6-chloro-1-methyl-1H-indole-3-carbonitrile). RXN SMILES: [Cl:1][C:2]1[CH:10]=[C:9]2[C:5]([C:6]([C:30]#[N:31])=[C:7]([C:12]3[CH:13]=[N:14][CH:15]=[C:16]([CH2:18][N:19]4C(=O)C5C(=CC=CC=5)C4=O)[CH:17]=3)[N:8]2[CH3:11])=[CH:4][CH:3]=1.NN>C(O)C>[NH2:19][CH2:18][C:16]1[CH:17]=[C:12]([C:7]2[N:8]([CH3:11])[C:9]3[C:5]([C:6]=2[C:30]#[N:31])=[CH:4][CH:3]=[C:2]([Cl:1])[CH:10]=3)[CH:13]=[N:14][CH:15]=1. Procedure: To a solution of 6-chloro-2-[5-(1,3-dioxo-1,3-dihydro-isoindol-2-ylmethyl)-pyridin-3-yl]-1-methyl-1H-indole-3-carbonitrile (8.96 g, 18.89 mmol) in ethanol (200 mL) is added hydrazine (12.10 mL, 378 mmol) and the reaction mixture is stirred overnight. The mixture is then filtered and the solids are washed with ethyl acetate. The filtrate is partially concentrated to remove ethyl acetate. 1M aqueous HCl is added, and the aqueous mixture is washed with EtOAc. The aqueous layer is then basified with... The reactants are BrC1=CC=C(C=C1)C1(CCC1)C(=O)O (1-(4-bromophenyl)cyclobutanecarboxylic acid), CC(C)(C)OC(=O)OC(=O)OC(C)(C)C (Boc anhydride), [N-]=[N+]=[N-].[Na+] (sodium azide), C([O-])(O)=O.[Na+] (sodium bicarbonate). The reagents and catalysts are [Br-].C(CCC)[N+](CCCC)(CCCC)CCCC (tetrabutylammonium bromide), FC(S(=O)(=O)[O-])(F)F.[Zn+2].FC(S(=O)(=O)[O-])(F)F (zinc trifluoromethansulfonate). Solvent: C1CCOC1 (THF), CCOC(=O)C (EtOAc). Yields the product C(C)(C)(C)OC(NC1(CCC1)C1=CC=C(C=C1)Br)=O (tert-butyl[1-(4-bromophenyl)cyclobutyl]carbamate). RXN SMILES: [Br:1][C:2]1[CH:7]=[CH:6][C:5]([C:8]2(C(O)=O)[CH2:11][CH2:10][CH2:9]2)=[CH:4][CH:3]=1.[CH3:15][C:16]([O:19][C:20]([O:22]C(OC(C)(C)C)=O)=O)([CH3:18])[CH3:17].[N-:30]=[N+]=[N-].[Na+].C(=O)(O)[O-].[Na+]>[Br-].C([N+](CCCC)(CCCC)CCCC)CCC.C1COCC1.FC(F)(F)S([O-])(=O)=O.[Zn+2].FC(F)(F)S([O-])(=O)=O.CCOC(C)=O>[C:16]([O:19][C:20](=[O:22])[NH:30][C:8]1([C:5]2[CH:4]=[CH:3][C:2]([Br:1])=[CH:7][CH:6]=2)[CH2:9][CH2:10][CH2:11]1)([CH3:18])([CH3:17])[CH3:15] |f:2.3,4.5,6.7,9.10.11|. Reported procedure: 1-(4-bromophenyl)cyclobutanecarboxylic acid (7-1, 10.89 g, 42.7 mmol), Boc anhydride (10.90 mL, 47.0 mmol), sodium azide (9.71 g, 149 mmol), tetrabutylammonium bromide (2.048 mL, 6.40 mmol) and zinc trifluoromethansulfonate (0.155 g, 0.427 mmol) were stirred in THF (100 ml) at 60° for 4 h. The reaction mixture was cooled to room temperature and EtOAc and saturated aqueous sodium bicarbonate were added to the mixture. The suspension was filtered through a glass frit and the filtrate was extracted... Starting materials: [OH-].[Na+] (sodium hydroxide), Cl.CC1=NC(=NC=C1)S (4-methyl-pyrimidine-2-thiol hydrochloride), ClCC1=NC=CC(=C1C)SCCCSC=1C=CC=2N(N1)C(=CN2)[N+](=O)[O-] (6-[3-(2-chloromethyl-3-methyl-pyridin-4-ylsulfanyl)-propylsulfanyl]-3-nitroimidazo[1,2-b]pyridazine), ice water. Run in CC(C)O (2-propanol). Product: CC=1C(=NC=CC1SCCCSC=1C=CC=2N(N1)C(=CN2)[N+](=O)[O-])CSC2=NC=CC(=N2)C (6-{3-[3-Methyl-2-(4-methyl-pyrimidin-2-ylsulfanylmethyl)-pyridin-4-ylsulfanyl]-propylsulfanyl}-3-nitroimidazo[1,2-b]pyridazine). Reaction SMILES: Cl.[CH3:2][C:3]1[CH:8]=[CH:7][N:6]=[C:5]([SH:9])[N:4]=1.Cl[CH2:11][C:12]1[C:17]([CH3:18])=[C:16]([S:19][CH2:20][CH2:21][CH2:22][S:23][C:24]2[CH:25]=[CH:26][C:27]3[N:28]([C:30]([N+:33]([O-:35])=[O:34])=[CH:31][N:32]=3)[N:29]=2)[CH:15]=[CH:14][N:13]=1.[OH-].[Na+]>CC(O)C>[CH3:18][C:17]1[C:12]([CH2:11][S:9][C:5]2[N:4]=[C:3]([CH3:2])[CH:8]=[CH:7][N:6]=2)=[N:13][CH:14]=[CH:15][C:16]=1[S:19][CH2:20][CH2:21][CH2:22][S:23][C:24]1[CH:25]=[CH:26][C:27]2[N:28]([C:30]([N+:33]([O-:35])=[O:34])=[CH:31][N:32]=2)[N:29]=1 |f:0.1,3.4|. Procedure details: A suspension of 4-methyl-pyrimidine-2-thiol hydrochloride (0.46 g, 2.8 mmol) and 6-[3-(2-chloromethyl-3-methyl-pyridin-4-ylsulfanyl)-propylsulfanyl]-3-nitroimidazo[1,2-b]pyridazine (1.03 g, 2.5 mmol) in 2-propanol (50 ml) is heated under reflux for 4 h under a nitrogen atmosphere. After cooling, the mixture is treated with ice water (100 ml), adjusted to pH 10 with 40% strength sodium hydroxide solution, and extracted with ethyl acetate. The combined extracts are washed with sodium carbonate sol... Reaction conditions: time 0.25 hour. Reactants: 47.2, [H-].[Na+] (sodium hydride), C(C)(=O)OC=1C(=C2CCC(OC2=C(C1C)C)(C)O)C ((±)-6-acetoxy-2-hydroxy-2,5,7,8-tetramethylchroman), C(C)(=O)OC=1C(=C2CCC(OC2=C(C1C)C)(C)CC(=O)OC)C ((±)-methyl (6-acetoxy-2,5,7,8-tetramethylchroman-2-yl)acetate), COC(=O)CP(=O)(OC)OC (trimethyl phosphonoacetate), [OH-].[Na+] (NaOH). Procedure: In a dried flask under N2, a suspension of 47.2 (1.10 mol) of 56 percent by weight sodium hydride in mineral oil in 1000 ml of tetrahydrofuran was stirred as 209.4 g (1.15 mol) of trimethyl phosphonoacetate was added over 2.25 hr. The white paste was stirred for 0.25 hr and then a solution of 132.2 g (0.50 mol) of (±)-6-acetoxy-2-hydroxy-2,5,7,8-tetramethylchroman in 1000 ml of tetrahydrofuran was added over 0.50 hr. The pale yellow suspension was stirred at 23°C for 18 hours and then heated at ... Yields the product OC=1C(=C2CCC(OC2=C(C1C)C)(C)CC(=O)O)C ((±) -(6-hydroxy-2,5,7,8-tetramethylchroman-2-yl)acetic acid). The solvent is O1CCCC1 (tetrahydrofuran), O1CCCC1 (tetrahydrofuran), C(C)O (ethanol), O (H2O). As a reaction SMILES: [H-].[Na+].COC(CP(OC)(OC)=O)=O.C(OC1C(C)=C2C(=C(C)C=1C)OC(O)(C)CC2)(=O)C.C([O:36][C:37]1[C:38]([CH3:55])=[C:39]2[C:44](=[C:45]([CH3:48])[C:46]=1[CH3:47])[O:43][C:42]([CH2:50][C:51]([O:53]C)=[O:52])([CH3:49])[CH2:41][CH2:40]2)(=O)C.[OH-].[Na+]>O1CCCC1.O.C(O)C>[OH:36][C:37]1[C:38]([CH3:55])=[C:39]2[C:44](=[C:45]([CH3:48])[C:46]=1[CH3:47])[O:43][C:42]([CH2:50][C:51]([OH:53])=[O:52])([CH3:49])[CH2:41][CH2:40]2 |f:0.1,5.6|. Reactants: OC1=C(C=C(C=C1)CC(=O)OC)[N+](=O)[O-] (methyl 2-(4-hydroxy-3-nitrophenyl)acetate), C(=O)([O-])[O-].[K+].[K+] (K2CO3), BrCC1CC1 ((bromomethyl)cyclopropane). Run in CC#N (CH3CN). Conditions: temperature 100 celsius. Product: C1(CC1)COC1=C(C=C(C=C1)CC(=O)OC)[N+](=O)[O-] (methyl 2-(4-(cyclopropylmethoxy)-3-nitrophenyl)acetate). Yield: 103.4%. As a reaction SMILES: [OH:1][C:2]1[CH:7]=[CH:6][C:5]([CH2:8][C:9]([O:11][CH3:12])=[O:10])=[CH:4][C:3]=1[N+:13]([O-:15])=[O:14].C([O-])([O-])=O.[K+].[K+].Br[CH2:23][CH:24]1[CH2:26][CH2:25]1>CC#N>[CH:24]1([CH2:23][O:1][C:2]2[CH:7]=[CH:6][C:5]([CH2:8][C:9]([O:11][CH3:12])=[O:10])=[CH:4][C:3]=2[N+:13]([O-:15])=[O:14])[CH2:26][CH2:25]1 |f:1.2.3|. Procedure details: To a solution of methyl 2-(4-hydroxy-3-nitrophenyl)acetate (1.0 g, 4.74 mmol) in CH3CN (10 ml), K2CO3 (0.327 g, 2.37 mmol) and (bromomethyl)cyclopropane (0.460 ml, 4.74 mmol) were added and the mixture was heated under MW irradiation at 100° C. for 1 hour. The insoluble inorganic salts were filtered off and the filtrate was evaporated to dryness to give crude methyl 2-(4-(cyclopropylmethoxy)-3-nitrophenyl)acetate (1.3 g, yield considered to be quantitative, MS/ESI+265.9 [MH]+). This crude was us... Reactants: N1=CC=C(C=C1)C (4-picoline), CC1=CC=NC=C1 (4-methylpyridine), solution, Cl (hydrogen choride), C(=C)C1=CC=NC=C1 (4-vinylpyridine). Run in C(C)(C)O (isopropanol). Run at temperature 60 celsius. The product is 148, Cl.[Cl-].N1=CC=C(C=C1)CC[N+]1=CC=C(C=C1)C (1-[2-(4-pyridyl)ethyl]-4-picolinium chloride hydrochloride). RXN SMILES: [N:1]1[CH:6]=[CH:5][C:4]([CH3:7])=[CH:3][CH:2]=1.[ClH:8].[CH:9]([C:11]1[CH:16]=[CH:15][N:14]=[CH:13][CH:12]=1)=[CH2:10]>C(O)(C)C>[ClH:8].[Cl-:8].[N:14]1[CH:15]=[CH:16][C:11]([CH2:9][CH2:10][N+:1]2[CH:6]=[CH:5][C:4]([CH3:7])=[CH:3][CH:2]=2)=[CH:12][CH:13]=1 |f:4.5.6|. Procedure: To 70 parts of 4-picoline, also called 4-methylpyridine, was added 270 parts of a 21.5% solution of hydrogen choride in isopropanol, then 118 parts 4-vinylpyridine was added and the resulting solution heated to 60° C. for 10 hours. The mixture was cooled to 30° C. and filtered to give 148 parts 1-[2-(4-pyridyl)ethyl]-4-picolinium chloride hydrochloride. The 1-[2-(4-pyridyl)ethyl]-4-picolinium chloride hydrochloride was then reacted with acrylontrile as in Example 13 to give 4-[tris(2-carboxyethy... The reactants are BrCc1cnc2ccccc2n1, CN, CCO. The product is CNCc1cnc2ccccc2n1. As a reaction SMILES: [Br:1][CH2:2][c:3]1[n:4][c:5]2[cH:6][cH:7][cH:8][cH:9][c:10]2[n:11][cH:12]1.[CH3:13][NH2:14].[CH3:15][CH2:16][OH:17]>>[CH2:2]([c:3]1[n:4][c:5]2[cH:6][cH:7][cH:8][cH:9][c:10]2[n:11][cH:12]1)[NH:14][CH3:13].